The task is: describe an organic reaction: reactants, conditions, products, and yield. This data is from the Open Reaction Database (ORD), a public repository of structured organic reaction records. The reactants are CI (methyl iodide), [Li+].CC(C)[N-]C(C)C (LDA), C1CCOC1.CCCCCCC.C(C)C1=CC=CC=C1 (THF n-heptane ethylbenzene), BrC=1C=C(C=CC1)CC(=O)O (3-bromophenylacetic acid), BrC=1C=C(C=CC1)CC(=O)O (3-bromophenylacetic acid). Solvent: C1CCOC1 (THF). Reaction conditions: temperature -78 celsius, time 1 hour. Product: BrC=1C=C(C=CC1)C(C(=O)O)C (2-(3-bromo-phenyl)-propionic acid). Isolated yield 100.0%. RXN SMILES: [Li+].[CH3:2]C([N-]C(C)C)C.C1COCC1.CCCCCCC.C(C1C=CC=CC=1)C.[Br:29][C:30]1[CH:31]=[C:32]([CH2:36][C:37]([OH:39])=[O:38])[CH:33]=[CH:34][CH:35]=1.CI>C1COCC1>[Br:29][C:30]1[CH:31]=[C:32]([CH:36]([CH3:2])[C:37]([OH:39])=[O:38])[CH:33]=[CH:34][CH:35]=1 |f:0.1,2.3.4|. Procedure details: A solution of LDA in THF/n-heptane/ethylbenzene (1.8M, 23.25 mL, 41.85 mmol) is cooled down to −78° C. and added a solution of 3-bromophenylacetic acid [3 g, 13.95 mmol, Intermediate (68)] in THF (7 mL) dropwise over 15 minutes. The mixture is stirred for 1 h at −78° C. and treated dropwise with methyl iodide (6.34 g, 44.64 mmol) over 15 minutes. The reaction mixture is warmed up to room temperature and after stirring overnight, the mixture is quenched with 2N hydrochloric acid and concentrated ... Reactants: C(=O)([O-])[O-].[K+].[K+] (K2CO3), CI (MeI), BrC1=CC2=C(N(C(=N2)C2=C(C=CC=C2)C2=NNC=N2)C(C)(C)C)C=C1 (5-bromo-1-tert-butyl-2-[2-(1H-[1,2,4]triazol-3-yl)-phenyl]-1H-benzimidazole). Run in CCOC(=O)C (EtOAc), CN(C)C=O (DMF). Run at time 1 hour. Product: BrC1=CC2=C(N(C(=N2)C2=C(C=CC=C2)C2=NN(C=N2)C)C(C)(C)C)C=C1 (5-bromo-1-tert-butyl-2-[2-(1-methyl-1H-[1,2,4]-triazol-3-yl)-phenyl]-1H-benzimidazole). Isolated yield 35.8%. Reaction SMILES: [Br:1][C:2]1[CH:25]=[CH:24][C:5]2[N:6]([C:20]([CH3:23])([CH3:22])[CH3:21])[C:7]([C:9]3[CH:14]=[CH:13][CH:12]=[CH:11][C:10]=3[C:15]3[N:19]=[CH:18][NH:17][N:16]=3)=[N:8][C:4]=2[CH:3]=1.[C:26]([O-])([O-])=O.[K+].[K+].CI>CN(C=O)C.CCOC(C)=O>[Br:1][C:2]1[CH:25]=[CH:24][C:5]2[N:6]([C:20]([CH3:22])([CH3:21])[CH3:23])[C:7]([C:9]3[CH:14]=[CH:13][CH:12]=[CH:11][C:10]=3[C:15]3[N:19]=[CH:18][N:17]([CH3:26])[N:16]=3)=[N:8][C:4]=2[CH:3]=1 |f:1.2.3|. Procedure: To a vial is added 5-bromo-1-tert-butyl-2-[2-(1H-[1,2,4]triazol-3-yl)-phenyl]-1H-benzimidazole (100 mg, 0.252 mmol) in DMF (1.5 mL), followed by the addition of K2CO3 (70 mg, 0.504 mmol) and MeI (60 mg, 0.423 mmol). The reaction mixture is stirred at room temperature for 1 hour. The reaction mixture is diluted with EtOAc, washed with water, brine, dried using anhydrous Na2SO4 and filtered. The filtrate is concentrated and the residue is purified by silica gel flash column chromatography with 0-3...